This data is from the Open Reaction Database (ORD), a public repository of structured organic reaction records. The task is: describe an organic reaction: reactants, conditions, products, and yield The reactants are IC(C)CCCC (2-iodohexane), NC1=C(C=CC=C1)O (o-aminophenol). Reaction conditions: time 320 minute. Product: CC(CCCC)NC1=C(C=CC=C1)O (2-(1-methylpentylamino)phenol). RXN SMILES: I[CH:2]([CH2:4][CH2:5][CH2:6][CH3:7])[CH3:3].[NH2:8][C:9]1[CH:14]=[CH:13][CH:12]=[CH:11][C:10]=1[OH:15]>>[CH3:3][CH:2]([NH:8][C:9]1[CH:14]=[CH:13][CH:12]=[CH:11][C:10]=1[OH:15])[CH2:4][CH2:5][CH2:6][CH3:7]. Procedure: The same procedure as in Example 4 was repeated except for using 2-iodohexane in place of 2-iodobutane, to conduct the reaction. As a result, it was confirmed that the rate of conversion of o-aminophenol was 93%, the selectivity to the N-monoalkylated compound was 41% and the oxygen absorption initiation time as an index of determining an oxidation-inhibiting property thereof was 320 min.